Dataset: the Open Reaction Database (ORD), a public repository of structured organic reaction records. Task: describe an organic reaction: reactants, conditions, products, and yield Starting materials: C1(=CC=CC=C1)C1NCCC1 (2-phenylpyrrolidine), BrC1=C2C=CC(=CC2=CC=C1)S(=O)(=O)N(C1=NC=NS1)CC1=C(C=C(C=C1)OC)OC (5-bromo-N-(2,4-dimethoxybenzyl)-N-(1,2,4-thiadiazol-5-yl)naphthalene-2-sulfonamide), CC1(C2=C(C(=CC=C2)P(C3=CC=CC=C3)C4=CC=CC=C4)OC5=C(C=CC=C51)P(C6=CC=CC=C6)C7=CC=CC=C7)C (Xantphos), C([O-])([O-])=O.[Cs+].[Cs+] (cesium carbonate). Reagents/catalysts: C=1C=CC(=CC1)/C=C/C(=O)/C=C/C2=CC=CC=C2.C=1C=CC(=CC1)/C=C/C(=O)/C=C/C2=CC=CC=C2.C=1C=CC(=CC1)/C=C/C(=O)/C=C/C2=CC=CC=C2.[Pd].[Pd] (Pd2(dba)3). Solvent: C1(=CC=CC=C1)C (toluene), CO (MeOH), C(Cl)Cl (DCM), C(=O)(C(F)(F)F)O (TFA). Conditions: temperature 100 celsius. The product is C1(=CC=CC=C1)C1N(CCC1)C1=C2C=CC(=CC2=CC=C1)S(=O)(=O)NC1=NC=NS1 (5-(2-phenylpyrrolidin-1-yl)-N-(1,2,4-thiadiazol-5-yl)naphthalene-2-sulfonamide). The yield is 44.7%. RXN SMILES: Br[C:2]1[CH:11]=[CH:10][CH:9]=[C:8]2[C:3]=1[CH:4]=[CH:5][C:6]([S:12]([N:15](CC1C=CC(OC)=CC=1OC)[C:16]1[S:20][N:19]=[CH:18][N:17]=1)(=[O:14])=[O:13])=[CH:7]2.CC1(C)C2C(=C(P(C3C=CC=CC=3)C3C=CC=CC=3)C=CC=2)OC2C(P(C3C=CC=CC=3)C3C=CC=CC=3)=CC=CC1=2.C(=O)([O-])[O-].[Cs+].[Cs+].[C:80]1([CH:86]2[CH2:90][CH2:89][CH2:88][NH:87]2)[CH:85]=[CH:84][CH:83]=[CH:82][CH:81]=1>C(Cl)Cl.C(O)(C(F)(F)F)=O.CO.C1C=CC(/C=C/C(/C=C/C2C=CC=CC=2)=O)=CC=1.C1C=CC(/C=C/C(/C=C/C2C=CC=CC=2)=O)=CC=1.C1C=CC(/C=C/C(/C=C/C2C=CC=CC=2)=O)=CC=1.[Pd].[Pd].C1(C)C=CC=CC=1>[C:80]1([CH:86]2[CH2:90][CH2:89][CH2:88][N:87]2[C:2]2[CH:11]=[CH:10][CH:9]=[C:8]3[C:3]=2[CH:4]=[CH:5][C:6]([S:12]([NH:15][C:16]2[S:20][N:19]=[CH:18][N:17]=2)(=[O:14])=[O:13])=[CH:7]3)[CH:85]=[CH:84][CH:83]=[CH:82][CH:81]=1 |f:2.3.4,9.10.11.12.13|. Procedure: A vial was charged with 5-bromo-N-(2,4-dimethoxybenzyl)-N-(1,2,4-thiadiazol-5-yl)naphthalene-2-sulfonamide (205 mg, 0.394 mmol), Xantphos (45.6 mg, 0.079 mmol), Pd2(dba)3 (36.1 mg, 0.039 mmol), and cesium carbonate (257 mg, 0.788 mmol). The vial was flushed with Ar (g), then toluene (3939 μl) and 2-phenylpyrrolidine (81 μl, 0.551 mmol) were added in sequence. The vial was sealed and heated at 100° C. for 16 h. The reaction mixture was partitioned between EtOAc and water. The layers were separate...